From a dataset of the Open Reaction Database (ORD), a public repository of structured organic reaction records. describe an organic reaction: reactants, conditions, products, and yield Starting materials: FC=1C=CC=C2C(=NNC12)C1=C(C=C(C=C1)OC)C (7-fluoro-3-(4-methoxy-2-methylphenyl)-1H-indazole), [H-].[Na+] (sodium hydride), ICC(C)C (1-iodo-2-methylpropane). The product is FC=1C=CC=C2C(=NN(C12)CC(C)C)C1=C(C=C(C=C1)OC)C (7-fluoro-1-isobutyl-3-(4-methoxy-2-methylphenyl)-1H-indazole). Isolated yield 99.8%. As a reaction SMILES: [F:1][C:2]1[CH:3]=[CH:4][CH:5]=[C:6]2[C:10]=1[NH:9][N:8]=[C:7]2[C:11]1[CH:16]=[CH:15][C:14]([O:17][CH3:18])=[CH:13][C:12]=1[CH3:19].[H-].[Na+].I[CH2:23][CH:24]([CH3:26])[CH3:25]>>[F:1][C:2]1[CH:3]=[CH:4][CH:5]=[C:6]2[C:10]=1[N:9]([CH2:23][CH:24]([CH3:26])[CH3:25])[N:8]=[C:7]2[C:11]1[CH:16]=[CH:15][C:14]([O:17][CH3:18])=[CH:13][C:12]=1[CH3:19] |f:1.2|. Procedure details: Prepared according to Method D step B from 7-fluoro-3-(4-methoxy-2-methylphenyl)-1H-indazole (0.300 g, 1.20 mmol), sodium hydride (60% in oil, 0.058 g, 1.50 mmol) and 1-iodo-2-methylpropane (0.23 mL, 2.00 mmol) to give the title compound (0.374 g) as a white solid. Reactants: CC(C)(C)OC(=O)N1CCCC1COc1ccc(C(=O)c2ccc(I)cc2)cc1, O=C([O-])[O-], COCCOC, CCO, [K+], [K+], CC(=O)[O-], CC(=O)[O-], O, [Pd+2], c1ccc(P(c2ccccc2)c2ccccc2)cc1, OB(O)c1ccsc1. Yields the product CC(C)(C)OC(=O)N1CCCC1COc1ccc(C(=O)c2ccc(-c3ccsc3)cc2)cc1. Reaction SMILES: [C:1]([CH3:2])([CH3:3])([CH3:4])[O:5][C:6](=[O:7])[N:8]1[CH:9]([CH2:13][O:14][c:15]2[cH:16][cH:17][c:18]([C:21]([c:22]3[cH:23][cH:24][c:25]([I:28])[cH:26][cH:27]3)=[O:29])[cH:19][cH:20]2)[CH2:10][CH2:11][CH2:12]1.[C:57](=[O:58])([O-:59])[O-:60].[CH3:63][O:64][CH2:65][CH2:66][O:67][CH3:68].[CH3:79][CH2:80][OH:81].[K+:61].[K+:62].[O-:70][C:71]([CH3:72])=[O:73].[O-:74][C:75]([CH3:76])=[O:77].[OH2:78].[Pd+2:69].[c:38]1([P:39]([c:40]2[cH:41][cH:42][cH:43][cH:44][cH:45]2)[c:46]2[cH:47][cH:48][cH:49][cH:50][cH:51]2)[cH:52][cH:53][cH:54][cH:55][cH:56]1.[s:30]1[cH:31][c:32]([B:35]([OH:36])[OH:37])[cH:33][cH:34]1>>[C:1]([CH3:2])([CH3:3])([CH3:4])[O:5][C:6](=[O:7])[N:8]1[CH:9]([CH2:13][O:14][c:15]2[cH:16][cH:17][c:18]([C:21]([c:22]3[cH:23][cH:24][c:25](-[c:32]4[cH:31][s:30][cH:34][cH:33]4)[cH:26][cH:27]3)=[O:29])[cH:19][cH:20]2)[CH2:10][CH2:11][CH2:12]1.